This data is from the Open Reaction Database (ORD), a public repository of structured organic reaction records. The task is: describe an organic reaction: reactants, conditions, products, and yield Isolated yield 78.7%. The reactants are C(C)C=1N(C2=C(C(=C(C(=C2C(C1C(=O)O)=O)C)F)F)F)C1=C(C=C(C=C1)F)F (ethyl 6,7,8-trifluoro-1-(2,4-difluorophenyl)-1,4-dihydro-5-methyl-4-oxo-3-quinolinecarboxylic acid), N1CCNCC1 (piperazine). Reaction SMILES: C([C:3]1[N:4]([C:21]2[CH:26]=[CH:25][C:24]([F:27])=[CH:23][C:22]=2[F:28])[C:5]2[C:10]([C:11](=[O:16])[C:12]=1[C:13]([OH:15])=[O:14])=[C:9]([CH3:17])[C:8]([F:18])=[C:7](F)[C:6]=2[F:20])C.[NH:29]1[CH2:34][CH2:33][NH:32][CH2:31][CH2:30]1>C(#N)C>[F:18][C:8]1[C:9]([CH3:17])=[C:10]2[C:5](=[C:6]([F:20])[C:7]=1[N:29]1[CH2:34][CH2:33][NH:32][CH2:31][CH2:30]1)[N:4]([C:21]1[CH:26]=[CH:25][C:24]([F:27])=[CH:23][C:22]=1[F:28])[CH:3]=[C:12]([C:13]([OH:15])=[O:14])[C:11]2=[O:16]. The product is FC=1C(=C2C(C(=CN(C2=C(C1N1CCNCC1)F)C1=C(C=C(C=C1)F)F)C(=O)O)=O)C (6,8-Difluoro-1-(2,4-difluorophenyl)-1,4-dihydro-5-methyl-4-oxo-7-(1-piperazinyl)-3-quinolinecarboxylic acid). Reported procedure: A solution of 0.43 g (1.08 mmol) of ethyl 6,7,8-trifluoro-1-(2,4-difluorophenyl)-1,4-dihydro-5-methyl-4-oxo-3-quinolinecarboxylic acid, 0.37 g (4.30 mmol) of anhydrous piperazine, and 20 mL of acetonitrile was refluxed overnight, cooled to room temperature, and concentrated in vacuo. The residue was taken up in 10 mL of 6N hydrochloric acid and refluxed for 2 hours. The mixture was cooled and the solids were collected by filtration. The crude product was suspended in water which was made basic (... Run in C(C)#N (acetonitrile).